Dataset: the Open Reaction Database (ORD), a public repository of structured organic reaction records. Task: describe an organic reaction: reactants, conditions, products, and yield The reactants are Fc1ccc(Br)c(F)c1, CN(C)C(=O)C1CC(N)CN1C(=O)OC(C)(C)C, CC(C)(C)P(c1ccccc1-c1ccccc1)C(C)(C)C, CC(C)(C)[O-], Cc1ccccc1, [Na+], O=C(C=Cc1ccccc1)C=Cc1ccccc1, O=C(C=Cc1ccccc1)C=Cc1ccccc1, O=C(C=Cc1ccccc1)C=Cc1ccccc1, [Pd], [Pd]. Yields the product CN(C)C(=O)C1CC(Nc2ccc(F)cc2F)CN1C(=O)OC(C)(C)C. RXN SMILES: [Br:46][c:47]1[c:48]([F:54])[cH:49][c:50]([F:53])[cH:51][cH:52]1.[C:1](=[O:2])([O:3][C:4]([CH3:5])([CH3:6])[CH3:7])[N:8]1[CH:9]([C:14](=[O:15])[N:16]([CH3:17])[CH3:18])[CH2:10][CH:11]([NH2:13])[CH2:12]1.[C:25]([P:26]([C:27]([CH3:28])([CH3:29])[CH3:30])[c:31]1[cH:32][cH:33][cH:34][cH:35][c:36]1-[c:37]1[cH:38][cH:39][cH:40][cH:41][cH:42]1)([CH3:43])([CH3:44])[CH3:45].[CH3:19][C:20]([CH3:21])([O-:22])[CH3:23].[CH3:55][c:56]1[cH:57][cH:58][cH:59][cH:60][cH:61]1.[Na+:24].[O:100]=[C:101]([CH:102]=[CH:103][c:104]1[cH:105][cH:106][cH:107][cH:108][cH:109]1)[CH:110]=[CH:111][c:112]1[cH:113][cH:114][cH:115][cH:116][cH:117]1.[O:64]=[C:65]([CH:66]=[CH:67][c:68]1[cH:69][cH:70][cH:71][cH:72][cH:73]1)[CH:74]=[CH:75][c:76]1[cH:77][cH:78][cH:79][cH:80][cH:81]1.[O:82]=[C:83]([CH:84]=[CH:85][c:86]1[cH:87][cH:88][cH:89][cH:90][cH:91]1)[CH:92]=[CH:93][c:94]1[cH:95][cH:96][cH:97][cH:98][cH:99]1.[Pd:62].[Pd:63]>>[C:1](=[O:2])([O:3][C:4]([CH3:5])([CH3:6])[CH3:7])[N:8]1[CH:9]([C:14](=[O:15])[N:16]([CH3:17])[CH3:18])[CH2:10][CH:11]([NH:13][c:47]2[c:48]([F:54])[cH:49][c:50]([F:53])[cH:51][cH:52]2)[CH2:12]1. Starting materials: C[Si](C)(C)C=[N+]=[N-] (trimethylsilyldiazomethane), Cl (HCl), O[C@H]1COCC1 ((R)-(−)-3-hydroxy-tetrahydrofuran), [H-].[Na+] (NaH), ClC1=NC(=C(C(=N1)C(=O)OC)I)Cl (methyl 2,6-dichloro-5-iodopyrimidine-4-carboxylate). Solvent: CO (MeOH), CCOC(=O)C (EtOAc), C1CCOC1 (THF). Run at temperature 0 celsius, time 30 minute. The product is ClC1=NC(=C(C(=N1)C(=O)OC)I)O[C@H]1COCC1 ((R)-methyl 2-chloro-5-iodo-6-(tetrahydrofuran-3-yloxy)pyrimidine-4-carboxylate). Yield: 22.5%. As a reaction SMILES: [OH:1][C@@H:2]1[CH2:6][CH2:5][O:4][CH2:3]1.[H-].[Na+].[Cl:9][C:10]1[N:15]=[C:14]([C:16]([O:18][CH3:19])=[O:17])[C:13]([I:20])=[C:12](Cl)[N:11]=1.Cl.C[Si](C=[N+]=[N-])(C)C>C1COCC1.CCOC(C)=O.CO>[Cl:9][C:10]1[N:15]=[C:14]([C:16]([O:18][CH3:19])=[O:17])[C:13]([I:20])=[C:12]([O:1][C@@H:2]2[CH2:6][CH2:5][O:4][CH2:3]2)[N:11]=1 |f:1.2|. Procedure: To a solution of (R)-(−)-3-hydroxy-tetrahydrofuran (0.214 g, 2.42 mmol) in anhydrous THF (10 mL) at 0° C. was added NaH (60% in mineral oil, 103 mg, 2.58 mmol). The mixture was stirred at 0° C. for 30 min, then methyl 2,6-dichloro-5-iodopyrimidine-4-carboxylate (0.539 g, 1.62 mmol) was added to the mixture at −10° C. The reaction mixture was stirred at the same temperature for 30 min, and then allow warm to r.t. for 4 h. The reaction was then diluted with EtOAc and acidified with 2 N HCl. The aq...